This data is from the Open Reaction Database (ORD), a public repository of structured organic reaction records. The task is: describe an organic reaction: reactants, conditions, products, and yield Starting materials: OC(c1ccccc1)c1ccccc1, O=C(OC1CN2CCC1CC2)n1ccnc1. The product is O=C(OC(c1ccccc1)c1ccccc1)OC1CN2CCC1CC2. Reaction SMILES: [CH:17]([c:18]1[cH:19][cH:20][cH:21][cH:22][cH:23]1)([c:24]1[cH:25][cH:26][cH:27][cH:28][cH:29]1)[OH:30].[N:1]12[CH2:2][CH:3]([O:9][C:10](=[O:11])[n:12]3[cH:13][cH:14][n:15][cH:16]3)[CH:4]([CH2:5][CH2:6]1)[CH2:7][CH2:8]2>>[N:1]12[CH2:2][CH:3]([O:9][C:10](=[O:11])[O:30][CH:17]([c:18]3[cH:19][cH:20][cH:21][cH:22][cH:23]3)[c:24]3[cH:25][cH:26][cH:27][cH:28][cH:29]3)[CH:4]([CH2:5][CH2:6]1)[CH2:7][CH2:8]2. Reactants: O=C(O)C(F)(F)F, O, CC1(C)OC2C(COS(N)(=O)=O)OC(n3cnc4c(NS(=O)(=O)c5ccccc5)ncnc43)C2O1. Product: NS(=O)(=O)OCC1OC(n2cnc3c(NS(=O)(=O)c4ccccc4)ncnc32)C(O)C1O. Reaction SMILES: [F:1][C:2]([F:3])([F:4])[C:5]([OH:6])=[O:7].[OH2:8].[S:9]([NH2:10])([O:11][CH2:12][CH:13]1[O:14][CH:15]([n:23]2[c:24]3[n:25][cH:26][n:27][c:28]([NH:32][S:33](=[O:34])(=[O:35])[c:36]4[cH:37][cH:38][cH:39][cH:40][cH:41]4)[c:29]3[n:30][cH:31]2)[CH:16]2[O:17][C:18]([CH3:21])([CH3:22])[O:19][CH:20]12)(=[O:42])=[O:43]>>[S:9]([NH2:10])([O:11][CH2:12][CH:13]1[O:14][CH:15]([n:23]2[c:24]3[n:25][cH:26][n:27][c:28]([NH:32][S:33](=[O:34])(=[O:35])[c:36]4[cH:37][cH:38][cH:39][cH:40][cH:41]4)[c:29]3[n:30][cH:31]2)[CH:16]([OH:17])[CH:20]1[OH:19])(=[O:42])=[O:43]. Starting materials: C(=O)C1=CC=C(OCC(=O)O)C=C1 (2-(4-Formylphenoxy)acetic acid), CN1CCCCC1 (1-methylpiperidine), C(=O)C=1C=C(OCC(=O)N2CCN(CC2)C(=O)OC(C)(C)C)C=CC1 (Tert-Butyl 4-(2-(3-formylphenoxy)acetyl)piperazine-1-carboxylate). Product: CN1CCN(CC1)C(COC1=CC=C(C=O)C=C1)=O (4-(2-(4-methylpiperazin-1-yl)-2-oxoethoxy)benzaldehyde). The yield is 66.0%. RXN SMILES: [CH:1]([C:3]1[CH:13]=[CH:12][C:6]([O:7][CH2:8][C:9]([OH:11])=O)=[CH:5][CH:4]=1)=[O:2].CN1CCCCC1.C(C1C=C(C=CC=1)OC[C:28]([N:30]1[CH2:35][CH2:34][N:33](C(OC(C)(C)C)=O)[CH2:32][CH2:31]1)=O)=O>>[CH3:28][N:30]1[CH2:35][CH2:34][N:33]([C:9](=[O:11])[CH2:8][O:7][C:6]2[CH:5]=[CH:4][C:3]([CH:1]=[O:2])=[CH:13][CH:12]=2)[CH2:32][CH2:31]1. Procedure details: 2-(4-Formylphenoxy)acetic acid (53) was treated with 1-methylpiperidine in an analogous manner to Compound 49 to afford the desired product (66%) as a colorless oil. LCMS: 99.0% (M++1). The product is CCOC(=O)c1c(N(C)C)nc(-c2ccccc2)c(N)c1C(=O)OCC. Starting materials: CCOC(=O)c1c(N(C)C)nc(-c2ccccc2)c([N+](=O)[O-])c1C(=O)OCC, CCOC(C)=O. Reaction SMILES: [CH2:1]([CH3:2])[O:3][C:4](=[O:5])[c:6]1[c:7]([N:26]([CH3:27])[CH3:28])[n:8][c:9](-[c:20]2[cH:21][cH:22][cH:23][cH:24][cH:25]2)[c:10]([N+:17]([O-:18])=[O:19])[c:11]1[C:12](=[O:13])[O:14][CH2:15][CH3:16].[CH3:29][CH2:30][O:31][C:32](=[O:33])[CH3:34]>>[CH2:1]([CH3:2])[O:3][C:4](=[O:5])[c:6]1[c:7]([N:26]([CH3:27])[CH3:28])[n:8][c:9](-[c:20]2[cH:21][cH:22][cH:23][cH:24][cH:25]2)[c:10]([NH2:17])[c:11]1[C:12](=[O:13])[O:14][CH2:15][CH3:16]. Starting materials: BrC=1C=C2C3(C(NC2=CC1)=O)CCCCC3 (5′-bromo-spiro[cyclohexane-1,3′-indolin]-2′-one), tetrakis(triphenylphospine)palladium(0), B(O)(O)C=1N(C=CC1)C(=O)OC(C)(C)C (2-borono-1H-pyrrole-1-carboxylic acid, 1-tert butyl ester), C(=O)([O-])[O-].[K+].[K+] (K2CO3). The solvent is 1,2-DME, O (water), O (water). Conditions: temperature 80 celsius, time 15 minute. The product is O=C1NC2=CC=C(C=C2C12CCCCC2)C=2N(C=CC2)C(=O)OC(C)(C)C (2-(1′,2′-Dihydro-2′-oxospiro[cyclohexane-1.3′-[3H]indol]-5′-yl)-1H-pyrrole-1-carboxylic acid, tert-butyl ester). RXN SMILES: Br[C:2]1[CH:3]=[C:4]2[C:8](=[CH:9][CH:10]=1)[NH:7][C:6](=[O:11])[C:5]12[CH2:16][CH2:15][CH2:14][CH2:13][CH2:12]1.B([C:20]1[N:21]([C:25]([O:27][C:28]([CH3:31])([CH3:30])[CH3:29])=[O:26])[CH:22]=[CH:23][CH:24]=1)(O)O.C([O-])([O-])=O.[K+].[K+]>O>[O:11]=[C:6]1[C:5]2([CH2:16][CH2:15][CH2:14][CH2:13][CH2:12]2)[C:4]2[C:8](=[CH:9][CH:10]=[C:2]([C:20]3[N:21]([C:25]([O:27][C:28]([CH3:31])([CH3:30])[CH3:29])=[O:26])[CH:22]=[CH:23][CH:24]=3)[CH:3]=2)[NH:7]1 |f:2.3.4|. Procedure details: To a solution of 5′-bromo-spiro[cyclohexane-1,3′-indolin]-2′-one (3.4 g, 12 mmol) in 1,2-DME (100 mL) under a nitrogen atmosphere was added tetrakis(triphenylphospine)palladium(0) (70 mg, 5 mol %). After 15 min, 2-borono-1H-pyrrole-1-carboxylic acid, 1-tert butyl ester (1.3 eq, 3.31 g, 15.6 mmol) and a solution of K2CO3 (2.3 eq, 3.83 g, 27.6 mmol) in water (5 mL) were added sequentially. The solution was heated to 80° C. for 3 h and allowed to cool. The reaction mixture was poured into water (20... Starting materials: CS(=O)(=O)Cl, CCOC(C)=O, N#CCOc1cccc(N)c1, c1ccncc1. Yields the product CS(=O)(=O)Nc1cccc(OCC#N)c1. As a reaction SMILES: [CH3:12][S:13]([Cl:14])(=[O:15])=[O:16].[CH3:17][CH2:18][O:19][C:20](=[O:21])[CH3:22].[NH2:1][c:2]1[cH:3][c:4]([O:5][CH2:6][C:7]#[N:8])[cH:9][cH:10][cH:11]1.[cH:23]1[cH:24][cH:25][n:26][cH:27][cH:28]1>>[NH:1]([c:2]1[cH:3][c:4]([O:5][CH2:6][C:7]#[N:8])[cH:9][cH:10][cH:11]1)[S:13]([CH3:12])(=[O:15])=[O:16]. The reactants are [Mg] (magnesium), [Cl-].[NH4+] (ammonium chloride), ClCCCSC (1-Chloro-3-methylthiopropane), CSCCC=O (3-methylthiopropanal). Run in C1CCOC1 (THF), CCOCC (ether). Conditions: temperature 50 celsius, time 1 hour. Product: CSCCC(CCCSC)O (1,6-bis(methylthio)-3-hexanol). Yield: 36.0%. As a reaction SMILES: Cl[CH2:2][CH2:3][CH2:4][S:5][CH3:6].[Mg].[CH3:8][S:9][CH2:10][CH2:11][CH:12]=[O:13].[Cl-].[NH4+]>C1COCC1.CCOCC>[CH3:8][S:9][CH2:10][CH2:11][CH:12]([OH:13])[CH2:2][CH2:3][CH2:4][S:5][CH3:6] |f:3.4|. Procedure: 1-Chloro-3-methylthiopropane (3.73 g, 30 mmole) in dry THF (50 mL) was added to stirred magnesium turnings (0.72 g, 30 mmole) under argon. Once the addition was complete, the mixture was heated to 50° C. for 3 hours. The mixture was then allowed to cool to room temperature and 3-methylthiopropanal (3.12 g, 30 mmole) was added. The reaction was stirred at room temperature for 1 hour. 2M ammonium chloride solution (50 mL) was added, followed by ether (50 mL). The organics were separated, dried, fi... Starting materials: CC(=O)O[BH-](OC(C)=O)OC(C)=O, CC(C)CN, CC(=O)O, ClCCCl, [Na+], [Na+], CC(C)(C)OC(=O)N1CCC(=O)CC1, [OH-]. Product: CC(C)CNC1CCN(C(=O)OC(C)(C)C)CC1. Reaction SMILES: [C:1]([O:2][BH-:3]([O:4][C:5](=[O:6])[CH3:7])[O:8][C:9](=[O:10])[CH3:11])(=[O:12])[CH3:13].[CH2:29]([CH:30]([CH3:31])[CH3:32])[NH2:33].[CH3:34][C:35](=[O:36])[OH:37].[Cl:40][CH2:41][CH2:42][Cl:43].[Na+:14].[Na+:39].[O:15]=[C:16]1[CH2:17][CH2:18][N:19]([C:22](=[O:23])[O:24][C:25]([CH3:26])([CH3:27])[CH3:28])[CH2:20][CH2:21]1.[OH-:38]>>[CH:16]1([NH:33][CH2:29][CH:30]([CH3:31])[CH3:32])[CH2:17][CH2:18][N:19]([C:22](=[O:23])[O:24][C:25]([CH3:26])([CH3:27])[CH3:28])[CH2:20][CH2:21]1. Reactants: resultant residue, CC1=C2[C@H](C(=O)[C@@]3([C@H](C[C@@H]4[C@]([C@@H]3[C@@H]([C@@](C2(C)C)(C[C@@H]1OC(=O)[C@@H]([C@H](C5=CC=CC=C5)NC(=O)C6=CC=CC=C6)O)O)OC(=O)C7=CC=CC=C7)(CO4)OC(=O)C)O[C@H]8[C@@H]([C@H]([C@@H](CO8)O)O)O)C)O (7-xylosyl-10-deacetyl taxol), CC1=C2[C@H](C(=O)[C@@]3([C@H](C[C@@H]4[C@]([C@H]3[C@@H]([C@@](C2(C)C)(C[C@@H]1OC(=O)[C@@H]([C@H](C=5C=CC=CC5)NC(=O)C=6C=CC=CC6)O)O)OC(=O)C=7C=CC=CC7)(CO4)OC(=O)C)O)C)OC(=O)C (taxol). Run in O (water). Product: CC1=C2[C@H](C(=O)[C@@]3([C@H](C[C@@H]4[C@]([C@@H]3[C@@H]([C@@](C2(C)C)(C[C@@H]1OC(=O)[C@@H]([C@H](C5=CC=CC=C5)NC(=O)C6=CC=CC=C6)O)O)OC(=O)C7=CC=CC=C7)(CO4)OC(=O)C)O[C@H]8[C@@H]([C@H]([C@@H](CO8)O)O)O)C)O (7-xylosyl-10-deacetyl-taxol), C/C=C(\C)/C(=O)N[C@@H](C1=CC=CC=C1)[C@H](C(=O)O[C@H]2C[C@]3([C@H]([C@H]4[C@@]([C@H](C[C@@H]5[C@]4(CO5)OC(=O)C)O[C@H]6[C@@H]([C@H]([C@@H](CO6)O)O)O)(C(=O)[C@@H](C(=C2C)C3(C)C)O)C)OC(=O)C7=CC=CC=C7)O)O (7-xylosyl-10-deacetyl-taxol B), CCCCCC(=O)N[C@@H](C1=CC=CC=C1)[C@H](C(=O)O[C@H]2C[C@]3([C@H]([C@H]4[C@@]([C@H](C[C@@H]5[C@]4(CO5)OC(=O)C)O[C@H]6[C@@H]([C@H]([C@@H](CO6)O)O)O)(C(=O)[C@@H](C(=C2C)C3(C)C)O)C)OC(=O)C7=CC=CC=C7)O)O (7-xylosyl-10-deacetyl taxol C). Reaction SMILES: CC1[C@@H](OC([C@H](O)[C@@H](NC(C2C=CC=CC=2)=O)C2C=CC=CC=2)=O)C[C@]2(O)C(C)(C)C=1[C@@H](OC(C)=O)C([C@@]1(C)[C@H]([C@@H]2OC(C2C=CC=CC=2)=O)[C@]2(OC(C)=O)CO[C@@H]2C[C@@H]1O)=O.[CH3:63][C:64]1[C@@H:81]([O:82][C:83]([C@H:85]([OH:102])[C@@H:86]([NH:93][C:94]([C:96]2[CH:101]=[CH:100][CH:99]=[CH:98][CH:97]=2)=[O:95])[C:87]2[CH:92]=[CH:91][CH:90]=[CH:89][CH:88]=2)=[O:84])[CH2:80][C@:76]2([OH:103])[C:77]([CH3:79])([CH3:78])[C:65]=1[C@@H:66]([OH:130])[C:67]([C@@:69]1([CH3:129])[C@@H:74]([C@@H:75]2[O:104][C:105]([C:107]2[CH:112]=[CH:111][CH:110]=[CH:109][CH:108]=2)=[O:106])[C@:73]2([O:115][C:116]([CH3:118])=[O:117])[CH2:113][O:114][C@@H:72]2[CH2:71][C@@H:70]1[O:119][C@@H:120]1[O:125][CH2:124][C@@H:123]([OH:126])[C@H:122]([OH:127])[C@H:121]1[OH:128])=[O:68]>O>[CH3:63][C:64]1[C@@H:81]([O:82][C:83]([C@H:85]([OH:102])[C@@H:86]([NH:93][C:94]([C:96]2[CH:97]=[CH:98][CH:99]=[CH:100][CH:101]=2)=[O:95])[C:87]2[CH:88]=[CH:89][CH:90]=[CH:91][CH:92]=2)=[O:84])[CH2:80][C@:76]2([OH:103])[C:77]([CH3:78])([CH3:79])[C:65]=1[C@@H:66]([OH:130])[C:67]([C@@:69]1([CH3:129])[C@@H:74]([C@@H:75]2[O:104][C:105]([C:107]2[CH:108]=[CH:109][CH:110]=[CH:111][CH:112]=2)=[O:106])[C@:73]2([O:115][C:116]([CH3:118])=[O:117])[CH2:113][O:114][C@@H:72]2[CH2:71][C@@H:70]1[O:119][C@@H:120]1[O:125][CH2:124][C@@H:123]([OH:126])[C@H:122]([OH:127])[C@H:121]1[OH:128])=[O:68].[CH3:98]/[CH:97]=[C:96](/[C:94]([NH:93][C@H:86]([C@@H:85]([OH:102])[C:83]([O:82][C@@H:81]1[C:64]([CH3:63])=[C:65]2[C:77]([CH3:78])([CH3:79])[C@:76]([OH:103])([C@@H:75]([O:104][C:105]([C:107]3[CH:108]=[CH:109][CH:110]=[CH:111][CH:112]=3)=[O:106])[C@@H:74]3[C@:73]4([O:115][C:116]([CH3:118])=[O:117])[CH2:113][O:114][C@@H:72]4[CH2:71][C@H:70]([O:119][C@@H:120]4[O:125][CH2:124][C@@H:123]([OH:126])[C@H:122]([OH:127])[C@H:121]4[OH:128])[C@@:69]3([CH3:129])[C:67]([C@@H:66]2[OH:130])=[O:68])[CH2:80]1)=[O:84])[C:87]1[CH:88]=[CH:89][CH:90]=[CH:91][CH:92]=1)=[O:95])\[CH3:101].[CH3:100][CH2:99][CH2:98][CH2:97][CH2:96][C:94]([NH:93][C@H:86]([C@@H:85]([OH:102])[C:83]([O:82][C@@H:81]1[C:64]([CH3:63])=[C:65]2[C:77]([CH3:78])([CH3:79])[C@:76]([OH:103])([C@@H:75]([O:104][C:105]([C:107]3[CH:112]=[CH:111][CH:110]=[CH:109][CH:108]=3)=[O:106])[C@@H:74]3[C@:73]4([O:115][C:116]([CH3:118])=[O:117])[CH2:113][O:114][C@@H:72]4[CH2:71][C@H:70]([O:119][C@@H:120]4[O:125][CH2:124][C@@H:123]([OH:126])[C@H:122]([OH:127])[C@H:121]4[OH:128])[C@@:69]3([CH3:129])[C:67]([C@@H:66]2[OH:130])=[O:68])[CH2:80]1)=[O:84])[C:87]1[CH:92]=[CH:91][CH:90]=[CH:89][CH:88]=1)=[O:95]. Reported procedure: According to the first objective of the present invention, an improved process has been developed for isolation of the taxol analogues 7-xylosyl-10-deacetyl taxol A, B, C from the stem bark of Taxus wallichiana in which no solvent partitioning has been used to isolate the analogues. The improved isolation process comprises extracting air dried, pulverized plant materials with alcohols at room temperature, evaporating the solvent to obtain a residue, stirring the resultant residue with water to o... Reactants: C(C)(C)(C)OC(=O)N1[C@@H](C[C@H](C1)SC(C1=CC=CC=C1)(C1=CC=CC=C1)C1=CC=CC=C1)CO ((2S,4R)-2-hydroxymethyl-4-tritylsulfanyl-pyrrolidine-1-carboxylic acid tert-butyl ester), C(C1=CC=CC=C1)Br (benzylbromide). The product is C(C1=CC=CC=C1)OC[C@H]1NC[C@@H](C1)SC(C1=CC=CC=C1)(C1=CC=CC=C1)C1=CC=CC=C1 ((2S,4R)-2-benzyloxymethyl-4-tritylsulfanyl-pyrrolidine). As a reaction SMILES: C(OC([N:8]1[CH2:12][C@H:11]([S:13][C:14]([C:27]2[CH:32]=[CH:31][CH:30]=[CH:29][CH:28]=2)([C:21]2[CH:26]=[CH:25][CH:24]=[CH:23][CH:22]=2)[C:15]2[CH:20]=[CH:19][CH:18]=[CH:17][CH:16]=2)[CH2:10][C@H:9]1[CH2:33][OH:34])=O)(C)(C)C.[CH2:35](Br)[C:36]1[CH:41]=[CH:40][CH:39]=[CH:38][CH:37]=1>>[CH2:35]([O:34][CH2:33][C@@H:9]1[CH2:10][C@@H:11]([S:13][C:14]([C:21]2[CH:26]=[CH:25][CH:24]=[CH:23][CH:22]=2)([C:15]2[CH:16]=[CH:17][CH:18]=[CH:19][CH:20]=2)[C:27]2[CH:32]=[CH:31][CH:30]=[CH:29][CH:28]=2)[CH2:12][NH:8]1)[C:36]1[CH:41]=[CH:40][CH:39]=[CH:38][CH:37]=1. Reported procedure: In analogy: The reaction of (2S,4R)-2-hydroxymethyl-4-tritylsulfanyl-pyrrolidine-1-carboxylic acid tert-butyl ester with benzylbromide gave (2S,4R)-2-benzyloxymethyl-4-tritylsulfanyl-pyrrolidine, MS: 466 (MH+).